This data is from the Open Reaction Database (ORD), a public repository of structured organic reaction records. The task is: describe an organic reaction: reactants, conditions, products, and yield Starting materials: COC(CNC(=O)OC(C)(C)C)=O (tert-butoxycarbonylamino-acetic acid methyl ester), NN (hydrazine). The solvent is C(C)O (ethanol). Conditions: temperature 60 celsius, time 5.5 hour. Yields the product C(C)(C)(C)OC(NCC(=O)NN)=O (hydrazinocarbonylmethyl-carbamic acid tert-butyl ester). Yield: 75.9%. Reaction SMILES: C[O:2][C:3](=O)[CH2:4][NH:5][C:6]([O:8][C:9]([CH3:12])([CH3:11])[CH3:10])=[O:7].[NH2:14][NH2:15]>C(O)C>[C:9]([O:8][C:6](=[O:7])[NH:5][CH2:4][C:3]([NH:14][NH2:15])=[O:2])([CH3:12])([CH3:11])[CH3:10]. Reported procedure: The title compound was prepared essentially in accordance with the procedures of Tetrahedron Letters, Vol 36, No. 37 P6591-6594 as set forth herein. Under a nitrogen atmosphere in a round bottom flask, tert-butoxycarbonylamino-acetic acid methyl ester (2.0 mL, 13.5 mmol) is dissolved in absolute ethanol (50 mL) and anhydrous hydrazine (0.45 mL, 14.3 mmol) is added. The resulting mixture is heated in an oil bath at 60° C. for 3 hours then 80° C. for 5.5 hours. The reaction mixture is evaporated a... Reactants: C(C=C)#N (acrylonitrile), C(C(=C)C)#N (methacrylonitrile). Product: C(C=C)#N.C(C(=C)C)#N (acrylonitrile methacrylonitrile). RXN SMILES: [C:1](#[N:4])[CH:2]=[CH2:3].[C:5](#[N:9])[C:6]([CH3:8])=[CH2:7]>>[C:1](#[N:4])[CH:2]=[CH2:3].[C:5](#[N:9])[C:6]([CH3:8])=[CH2:7] |f:2.3|. Reported procedure: In particular, the process for polymerizing comonomers of acrylonitrile and methacrylonitrile to produce an acrylonitrile/methacrylonitrile copolymer comprises the steps of; The reactants are N1(CCC1)C1=NC(=C(C(=C1C#N)C1=CC=C(C=C1)OCCO)C#N)SCC=1N=C(SC1)C1=CC=C(C=C1)Cl (2-(azetidin-1-yl)-6-({(2-(4-chlorophenyl)-1,3-thiazol-4-yl)methyl}sulfanyl)-4-(4-(2-hydroxyethoxy)phenyl)pyridine-3,5-dicarbonitrile), C(C)(C)(C)OC(=O)N[C@@H](CCCNC(=O)OC(C)(C)C)C(=O)O (N2,N5-bis(tert-butoxycarbonyl)-L-ornithine), ClCCl (dichloromethane), Cl.CN(CCCN=C=NCC)C (1-(3-dimethylaminopropyl)-3-ethylcarbodiimide hydrochloride). The reagents and catalysts are CN(C1=CC=NC=C1)C (4-dimethylaminopyridine). The solvent is CN(C)C=O (DMF), O.C1CCOC1 (water THF). Conditions: temperature 40 celsius, time 8 hour. Yields the product C(C)(C)(C)OC(=O)N[C@@H](CCCNC(=O)OC(C)(C)C)C(=O)OCCOC1=CC=C(C=C1)C1=C(C(=NC(=C1C#N)SCC=1N=C(SC1)C1=CC=C(C=C1)Cl)N1CCC1)C#N (2-{4-(2-(Azetidin-1-yl)-6-({(2-(4-chlorophenyl)-1,3-thiazol-4-yl)methyl}sulfanyl)-3,5-dicyanopyridin-4-yl)phenoxy}ethyl N2,N5-bis(tert-butoxycarbonyl)-L-ornithinate). Reaction SMILES: [N:1]1([C:5]2[C:10]([C:11]#[N:12])=[C:9]([C:13]3[CH:18]=[CH:17][C:16]([O:19][CH2:20][CH2:21][OH:22])=[CH:15][CH:14]=3)[C:8]([C:23]#[N:24])=[C:7]([S:25][CH2:26][C:27]3[N:28]=[C:29]([C:32]4[CH:37]=[CH:36][C:35]([Cl:38])=[CH:34][CH:33]=4)[S:30][CH:31]=3)[N:6]=2)[CH2:4][CH2:3][CH2:2]1.[C:39]([O:43][C:44]([NH:46][C@H:47]([C:59](O)=[O:60])[CH2:48][CH2:49][CH2:50][NH:51][C:52]([O:54][C:55]([CH3:58])([CH3:57])[CH3:56])=[O:53])=[O:45])([CH3:42])([CH3:41])[CH3:40].ClCCl.Cl.CN(C)CCCN=C=NCC>CN(C)C1C=CN=CC=1.CN(C=O)C.O.C1COCC1>[C:39]([O:43][C:44]([NH:46][C@H:47]([C:59]([O:22][CH2:21][CH2:20][O:19][C:16]1[CH:17]=[CH:18][C:13]([C:9]2[C:8]([C:23]#[N:24])=[C:7]([S:25][CH2:26][C:27]3[N:28]=[C:29]([C:32]4[CH:37]=[CH:36][C:35]([Cl:38])=[CH:34][CH:33]=4)[S:30][CH:31]=3)[N:6]=[C:5]([N:1]3[CH2:2][CH2:3][CH2:4]3)[C:10]=2[C:11]#[N:12])=[CH:14][CH:15]=1)=[O:60])[CH2:48][CH2:49][CH2:50][NH:51][C:52]([O:54][C:55]([CH3:58])([CH3:57])[CH3:56])=[O:53])=[O:45])([CH3:41])([CH3:40])[CH3:42] |f:3.4,7.8|. Procedure details: 75 mg (0.134 mmol) of 2-(azetidin-1-yl)-6-({(2-(4-chlorophenyl)-1,3-thiazol-4-yl)methyl}sulfanyl)-4-(4-(2-hydroxyethoxy)phenyl)pyridine-3,5-dicarbonitrile (Example 8), 133.53 mg (0.402 mmol) of N2,N5-bis(tert-butoxycarbonyl)-L-ornithine and 8.18 mg (0.067 mmol) of 4-dimethylaminopyridine were initially charged in 1 ml of DMF. 1 ml of dichloromethane and 33.37 mg (0.174 mmol) of 1-(3-dimethylaminopropyl)-3-ethylcarbodiimide hydrochloride were added, and the reaction solution was then stirred at 4... The reactants are CN(C)C=O, Cc1oc(-c2ccccc2)nc1COc1ccc(S(=O)(=O)O)cc1, [Na], O=S(Cl)Cl. Product: Cc1oc(-c2ccccc2)nc1COc1ccc(S(=O)(=O)Cl)cc1. Reaction SMILES: [CH3:30][N:31]([CH3:32])[CH:33]=[O:34].[CH3:6][c:7]1[c:8]([CH2:18][O:19][c:20]2[cH:21][cH:22][c:23]([S:26](=[O:27])(=[O:28])[OH:29])[cH:24][cH:25]2)[n:9][c:10](-[c:12]2[cH:13][cH:14][cH:15][cH:16][cH:17]2)[o:11]1.[Na:5].[S:1]([Cl:2])([Cl:3])=[O:4]>>[Cl:3][S:26]([c:23]1[cH:22][cH:21][c:20]([O:19][CH2:18][c:8]2[c:7]([CH3:6])[o:11][c:10](-[c:12]3[cH:13][cH:14][cH:15][cH:16][cH:17]3)[n:9]2)[cH:25][cH:24]1)(=[O:27])=[O:29]. The reactants are ClC1=CC=C(C=C1)C=1NC(=CC1C#N)SC1=CC=CC=C1 (2-(p-chlorophenyl)-5-(phenylthio)pyrrole-3-carbonitrile), OO (hydrogen peroxide). Solvent: C(C)(=O)O (acetic acid), O (water). Reaction conditions: time 3 day. Yields the product ClC1=CC=C(C=C1)C=1NC(=CC1C#N)S(=O)C1=CC=CC=C1 (2-(p-Chlorophenyl)-5-(phenylsulfinyl)pyrrole-3-carbonitrile). The yield is 52.9%. As a reaction SMILES: [Cl:1][C:2]1[CH:7]=[CH:6][C:5]([C:8]2[NH:9][C:10]([S:15][C:16]3[CH:21]=[CH:20][CH:19]=[CH:18][CH:17]=3)=[CH:11][C:12]=2[C:13]#[N:14])=[CH:4][CH:3]=1.[OH:22]O>C(O)(=O)C.O>[Cl:1][C:2]1[CH:3]=[CH:4][C:5]([C:8]2[NH:9][C:10]([S:15]([C:16]3[CH:17]=[CH:18][CH:19]=[CH:20][CH:21]=3)=[O:22])=[CH:11][C:12]=2[C:13]#[N:14])=[CH:6][CH:7]=1. Procedure: A mixture of 2-(p-chlorophenyl)-5-(phenylthio)pyrrole-3-carbonitrile (916 mg, 2.95 mmol) and 30% hydrogen peroxide solution (105.3 mg, 3.09 mmol) in acetic acid is stirred at room temperature for 3 days, diluted with water and filtered to obtain a solid. The solid is recrystallized from methanol to give the title product as a grey solid (510 mg, mp 169°-170° C.). The reactants are CCOC1CC2(C)C(CCC3C4CC=CC4(C)CC(N(C)C)C32)CC1O, CCOC(C)=O. The product is CCOC1CC2(C)C(CCC3C4CCCC4(C)CC(N(C)C)C32)CC1O. RXN SMILES: [CH3:1][N:2]([CH3:3])[CH:4]1[CH:5]2[C:6]3([CH3:26])[CH2:7][CH:8]([O:23][CH2:24][CH3:25])[CH:9]([OH:22])[CH2:10][CH:11]3[CH2:12][CH2:13][CH:14]2[CH:15]2[CH2:16][CH:17]=[CH:18][C:19]2([CH3:20])[CH2:21]1.[CH3:27][CH2:28][O:29][C:30](=[O:31])[CH3:32]>>[CH3:1][N:2]([CH3:3])[CH:4]1[CH:5]2[C:6]3([CH3:26])[CH2:7][CH:8]([O:23][CH2:24][CH3:25])[CH:9]([OH:22])[CH2:10][CH:11]3[CH2:12][CH2:13][CH:14]2[CH:15]2[CH2:16][CH2:17][CH2:18][C:19]2([CH3:20])[CH2:21]1. Starting materials: C(C)OC(=O)C=1N=CC=2NC3=CC=C(C=C3C2C1CC)Br (6-bromo-4-ethyl-beta-carboline-3-carboxylic-acid-ethylester), cuprous iodide, C(C)NCC (diethylamine), CN(CC#C)C (3-dimethylamino-1-propine). As a reaction SMILES: [CH2:1]([O:3][C:4]([C:6]1[N:7]=[CH:8][C:9]2[NH:10][C:11]3[C:16]([C:17]=2[C:18]=1[CH2:19][CH3:20])=[CH:15][C:14](Br)=[CH:13][CH:12]=3)=[O:5])[CH3:2].C(NCC)C.[CH3:27][N:28]([CH3:32])[CH2:29][C:30]#[CH:31]>[Cl-].[Cl-].C1(C)C=CC=CC=1P(C1C=CC=CC=1C)C1C=CC=CC=1C.C1(C)C=CC=CC=1P(C1C=CC=CC=1C)C1C=CC=CC=1C.[Pd+2].CN1CCCC1=O>[CH2:1]([O:3][C:4]([C:6]1[N:7]=[CH:8][C:9]2[NH:10][C:11]3[C:16]([C:17]=2[C:18]=1[CH2:19][CH3:20])=[CH:15][C:14]([C:31]#[C:30][CH2:29][N:28]([CH3:32])[CH3:27])=[CH:13][CH:12]=3)=[O:5])[CH3:2] |f:3.4.5.6.7|. Run in CN1C(CCC1)=O (N-methyl-2-pyrrolidone). The reagents and catalysts are [Cl-].[Cl-].C1(=C(C=CC=C1)P(C1=C(C=CC=C1)C)C1=C(C=CC=C1)C)C.C1(=C(C=CC=C1)P(C1=C(C=CC=C1)C)C1=C(C=CC=C1)C)C.[Pd+2] (palladium-bis-(tri-o-tolylphosphine)-dichloride). The yield is 48.7%. Procedure: 347 mg of 6-bromo-4-ethyl-beta-carboline-3-carboxylic-acid-ethylester, 32 mg of palladium-bis-(tri-o-tolylphosphine)-dichloride, 32 mg of cuprous iodide, 5 ml of diethylamine, 5 ml of N-methyl-2-pyrrolidone and 250 mg of 3-dimethylamino-1-propine are heated anhydrously and under nitrogen for 7.5 h at 80°-90° C. After concentration in an oil pump vacuum, the residue is chromatographed on 30 g of silica gel with methylene-chloride/methanol (10/2) as the eluant. The correspondingly consolidated fra... The product is C(C)OC(=O)C=1N=CC=2NC3=CC=C(C=C3C2C1CC)C#CCN(C)C (6-(3-dimethylamino-1-propinyl)-4-ethyl-beta-carboline-3-carboxylic-acid-ethylester). The reactants are ClC1=CC=C(N)C=C1 (4-chloroaniline), FC(C(=O)O)(F)F.ClC1=CC=C2C(=C1)NC(C21C(NC(C1C1=C(C(=CC=C1)Cl)F)C(=O)O)CC(C)(C)C)=O (rac-(2′S,3′R,4′S,5′R)-6-chloro-4′-(3-chloro-2-fluoro-phenyl)-2′-(2,2-dimethyl-propyl)-2-oxo-1,2-dihydro-spiro[indole-3,3′-pyrrolidine]-5′-carboxylic acid trifluoroacetic acid), C(C)(C)N(CC)C(C)C (diisopropylethylamine), C1(=CC=CC=C1)P(=O)(C1=CC=CC=C1)Cl (diphenylphosphinic chloride). Yields the product ClC1=CC=C(C=C1)NC(=O)C1C(C2(C(N1)CC(C)(C)C)C(NC1=CC(=CC=C12)Cl)=O)C1=C(C(=CC=C1)Cl)F (rac-(2′S,3′R,4′S,5′R)-6-chloro-4′-(3-chloro-2-fluoro-phenyl)-2′-(2,2-dimethyl-propyl)-2-oxo-1,2-dihydro-spiro[indole-3,3′-pyrrolidine]-5′-carboxylic acid (4-chloro-phenyl)-amide), solid. Isolated yield 47.0%. Reaction SMILES: FC(F)(F)C(O)=O.[Cl:8][C:9]1[CH:14]=[C:13]2[NH:15][C:16](=[O:38])[C:17]3([CH:21]([C:22]4[CH:27]=[CH:26][CH:25]=[C:24]([Cl:28])[C:23]=4[F:29])[CH:20]([C:30]([OH:32])=O)[NH:19][CH:18]3[CH2:33][C:34]([CH3:37])([CH3:36])[CH3:35])[C:12]2=[CH:11][CH:10]=1.C(N(C(C)C)CC)(C)C.C1(P(Cl)(C2C=CC=CC=2)=O)C=CC=CC=1.[Cl:63][C:64]1[CH:70]=[CH:69][C:67]([NH2:68])=[CH:66][CH:65]=1>>[Cl:63][C:64]1[CH:70]=[CH:69][C:67]([NH:68][C:30]([CH:20]2[NH:19][CH:18]([CH2:33][C:34]([CH3:37])([CH3:36])[CH3:35])[C:17]3([C:12]4[C:13](=[CH:14][C:9]([Cl:8])=[CH:10][CH:11]=4)[NH:15][C:16]3=[O:38])[CH:21]2[C:22]2[CH:27]=[CH:26][CH:25]=[C:24]([Cl:28])[C:23]=2[F:29])=[O:32])=[CH:66][CH:65]=1 |f:0.1|. Procedure details: In a manner similar to the method described in Example 5, rac-(2′S,3′R,4′S,5′R)-6-chloro-4′-(3-chloro-2-fluoro-phenyl)-2′-(2,2-dimethyl-propyl)-2-oxo-1,2-dihydro-spiro[indole-3,3′-pyrrolidine]-5′-carboxylic acid trifluoroacetic acid prepared in Example 4 (0.2 g, 0.36 mmol), was reacted with diisopropylethylamine (0.18 g, 1.4 mmol), diphenylphosphinic chloride (0.25 g, 1.1 mmol), then reacted with 4-chloroaniline (Fluka) (0.054 g, 0.43 mmol) to give rac-(2′S,3′R,4′S,5′R)-6-chloro-4′-(3-chloro-2-f... Starting materials: CC(C)(C)[Si](C)(C)OCC1CC(O)C(n2cnc3c(NC(=O)c4ccccc4)ncnc32)O1, CCN=C=NCCCN(C)C, CS(C)=O, ClCCl, Cl, O=C(O)C(Cl)Cl, c1ccccc1. Product: CC(C)(C)[Si](C)(C)OCC1CC(=O)C(n2cnc3c(NC(=O)c4ccccc4)ncnc32)O1. Reaction SMILES: [C:1]([c:2]1[cH:3][cH:4][cH:5][cH:6][cH:7]1)(=[O:8])[NH:9][c:10]1[c:11]2[n:12][cH:13][n:14]([CH:15]3[CH:16]([OH:17])[CH2:18][CH:19]([CH2:20][O:21][Si:22]([CH3:23])([CH3:24])[C:25]([CH3:26])([CH3:27])[CH3:28])[O:29]3)[c:30]2[n:31][cH:32][n:33]1.[CH3:35][N:36]([CH3:37])[CH2:38][CH2:39][CH2:40][N:41]=[C:42]=[N:43][CH2:44][CH3:45].[CH3:52][S:53]([CH3:54])=[O:55].[Cl:62][CH2:63][Cl:64].[ClH:34].[OH:46][C:47]([CH:48]([Cl:49])[Cl:50])=[O:51].[cH:56]1[cH:57][cH:58][cH:59][cH:60][cH:61]1>>[C:1]([c:2]1[cH:3][cH:4][cH:5][cH:6][cH:7]1)(=[O:8])[NH:9][c:10]1[c:11]2[n:12][cH:13][n:14]([CH:15]3[C:16](=[O:17])[CH2:18][CH:19]([CH2:20][O:21][Si:22]([CH3:23])([CH3:24])[C:25]([CH3:26])([CH3:27])[CH3:28])[O:29]3)[c:30]2[n:31][cH:32][n:33]1. Starting materials: [Br-], COc1cc2nccc(Oc3cc(OCc4ccccc4)ccc3C=O)c2cc1OC, CC[Mg+], C1CCOC1, O. Yields the product CCC(O)c1ccc(OCc2ccccc2)cc1Oc1ccnc2cc(OC)c(OC)cc12. Reaction SMILES: [Br-:32].[CH2:1]([c:2]1[cH:3][cH:4][cH:5][cH:6][cH:7]1)[O:8][c:9]1[cH:10][c:11]([O:17][c:18]2[cH:19][cH:20][n:21][c:22]3[cH:23][c:24]([O:30][CH3:31])[c:25]([O:28][CH3:29])[cH:26][c:27]23)[c:12]([CH:13]=[O:14])[cH:15][cH:16]1.[CH2:33]([CH3:34])[Mg+:35].[O:37]1[CH2:38][CH2:39][CH2:40][CH2:41]1.[OH2:36]>>[CH2:1]([c:2]1[cH:3][cH:4][cH:5][cH:6][cH:7]1)[O:8][c:9]1[cH:10][c:11]([O:17][c:18]2[cH:19][cH:20][n:21][c:22]3[cH:23][c:24]([O:30][CH3:31])[c:25]([O:28][CH3:29])[cH:26][c:27]23)[c:12]([CH:13]([OH:14])[CH2:33][CH3:34])[cH:15][cH:16]1.